Dataset: the Open Reaction Database (ORD), a public repository of structured organic reaction records. Task: describe an organic reaction: reactants, conditions, products, and yield The reactants are BrCCOC1=C(C=C(C#N)C=C1)C#N (4-(2-Bromoethoxy)isophthalonitrile), C(=O)([O-])[O-].[K+].[K+] (K2CO3), base, CC#N (CH3CN). Conditions: temperature 70 celsius, time 6 hour. The product is C(#N)C1=C(OCCN2C3CN(CC2CC3)C(=O)OC(C)(C)C)C=CC(=C1)C#N (tert-Butyl 8-[2-(2,4-dicyanophenoxy)ethyl]-3,8-diazabicyclo[3.2.1]octane-3-carboxylate). Yield: 84.0%. As a reaction SMILES: Br[CH2:2][CH2:3][O:4][C:5]1[CH:12]=[CH:11][C:8]([C:9]#[N:10])=[CH:7][C:6]=1[C:13]#[N:14].[C:15]([O-:18])([O-])=[O:16].[K+].[K+].[CH3:21][C:22]#[N:23]>>[C:13]([C:6]1[CH:7]=[C:8]([C:9]#[N:10])[CH:11]=[CH:12][C:5]=1[O:4][CH2:3][CH2:2][N:23]1[CH:8]2[CH2:11][CH2:12][CH:22]1[CH2:21][N:10]([C:15]([O:18][C:6]([CH3:13])([CH3:7])[CH3:5])=[O:16])[CH2:9]2)#[N:14] |f:1.2.3|. Procedure: The free base (0.9 g, 4.1 mmol) was dissolved in CH3CN (50 mL) and 4-(2-bromoethoxy)isophthalonitrile (1.17 g, 4.7 mmol; from step (a) above) and K2CO3 (0.93 g, 6.75 mmol) were added. The mixture was stirred at 70° C. for 6 h, the solids were filtered off and the residue was evaporated and purified by column chromatography (CHCl3:MeOH, 95:5) to give the sub-title compound in 84% yield. Reactants: C(C)OC(C[C@H](C1=CC=C(C=C1)O[Si](C)(C)C(C)(C)C)NC1=NC(=NC=C1Br)N(C)C1CCCCC1)=O ((R)-3-(5-bromo-2-(N-cyclohexyl-N-methylamino)-pyrimidin-4-ylamino)-3-(4-(tert-butyldimethylsiloxy)phenyl)propanoic acid ethyl ester), FC1=C(C=CC=C1)B(O)O (2-fluorophenylboronic acid), [O-]P(=O)([O-])[O-].[K+].[K+].[K+] (K3PO4). Reagents/catalysts: C=1C=CC(=CC1)[P](C=2C=CC=CC2)(C=3C=CC=CC3)[Pd]([P](C=4C=CC=CC4)(C=5C=CC=CC5)C=6C=CC=CC6)([P](C=7C=CC=CC7)(C=8C=CC=CC8)C=9C=CC=CC9)[P](C=1C=CC=CC1)(C=1C=CC=CC1)C=1C=CC=CC1 (Pd(PPh3)4). Solvent: CN(C)C=O (DMF). Run at temperature 90 celsius, time 5 hour. Yields the product C(C)OC(C[C@H](C1=CC=C(C=C1)O)NC1=NC(=NC=C1C1=C(C=CC=C1)F)N(C)C1CCCCC1)=O ((R)-3-(5-(2-fluorophenyl)-2-(N-cyclohexyl-N-methylamino)pyrimidin-4-ylamino)-3-(4-hydroxyphenyl)propanoic acid ethyl ester). As a reaction SMILES: [CH2:1]([O:3][C:4](=[O:37])[CH2:5][C@@H:6]([NH:21][C:22]1[C:27](Br)=[CH:26][N:25]=[C:24]([N:29]([CH:31]2[CH2:36][CH2:35][CH2:34][CH2:33][CH2:32]2)[CH3:30])[N:23]=1)[C:7]1[CH:12]=[CH:11][C:10]([O:13][Si](C(C)(C)C)(C)C)=[CH:9][CH:8]=1)[CH3:2].[F:38][C:39]1[CH:44]=[CH:43][CH:42]=[CH:41][C:40]=1B(O)O.[O-]P([O-])([O-])=O.[K+].[K+].[K+]>CN(C=O)C.C1C=CC([P]([Pd]([P](C2C=CC=CC=2)(C2C=CC=CC=2)C2C=CC=CC=2)([P](C2C=CC=CC=2)(C2C=CC=CC=2)C2C=CC=CC=2)[P](C2C=CC=CC=2)(C2C=CC=CC=2)C2C=CC=CC=2)(C2C=CC=CC=2)C2C=CC=CC=2)=CC=1>[CH2:1]([O:3][C:4](=[O:37])[CH2:5][C@@H:6]([NH:21][C:22]1[C:27]([C:40]2[CH:41]=[CH:42][CH:43]=[CH:44][C:39]=2[F:38])=[CH:26][N:25]=[C:24]([N:29]([CH:31]2[CH2:32][CH2:33][CH2:34][CH2:35][CH2:36]2)[CH3:30])[N:23]=1)[C:7]1[CH:8]=[CH:9][C:10]([OH:13])=[CH:11][CH:12]=1)[CH3:2] |f:2.3.4.5,^1:64,66,85,104|. Reported procedure: A suspension of (R)-3-(5-bromo-2-(N-cyclohexyl-N-methylamino)-pyrimidin-4-ylamino)-3-(4-(tert-butyldimethylsiloxy)phenyl)propanoic acid ethyl ester (1.0 eq), 2-fluorophenylboronic acid (3.0 eq), K3PO4 (3.0 eq) and Pd(PPh3)4 (0.03 eq) in DMF under nitrogen was stirred at 90° C. for 5 h. The DMF was evaporated, the residue was dissolved in EtOAc, and the resulting solution was washed successively with 0.5 M citric acid, sat. NaHCO3 and sat. NaCl. The EtOAc extracts were treated with MgSO4, filtere...